This data is from the Open Reaction Database (ORD), a public repository of structured organic reaction records. The task is: describe an organic reaction: reactants, conditions, products, and yield Starting materials: Clc1cc(Cl)ncn1, Cl, [Na+], [Na+], O=C([O-])[O-], C1CNCCOC1, O. Yields the product Clc1cc(N2CCCOCC2)ncn1. As a reaction SMILES: [Cl:1][c:2]1[n:3][cH:4][n:5][c:6]([Cl:8])[cH:7]1.[ClH:9].[Na+:17].[Na+:18].[O-:19][C:20](=[O:21])[O-:22].[O:10]1[CH2:11][CH2:12][NH:13][CH2:14][CH2:15][CH2:16]1.[OH2:23]>>[c:2]1([N:13]2[CH2:12][CH2:11][O:10][CH2:16][CH2:15][CH2:14]2)[n:3][cH:4][n:5][c:6]([Cl:8])[cH:7]1.